Dataset: the Open Reaction Database (ORD), a public repository of structured organic reaction records. Task: describe an organic reaction: reactants, conditions, products, and yield Starting materials: C1(=CC=CC=C1)C (toluene), FC1=CC=C(C=C1)[C@]1([C@@H](CN(CC1)C(=O)OC(C)(C)C)OC(C(C)(C)C)=O)O (tert-butyl (3R,4R)-4-(4-fluorophenyl)-4-hydroxy-3-(pivaloyloxy)piperidine-1-carboxylate), C(C)[N+](S(=O)(=O)NC(OC)=O)(CC)CC (methyl N-(triethylammoniosulfonyl)carbamate), resultant mixture. The solvent is C(C)(=O)OCC (ethyl acetate). Product: FC1=CC=C(C=C1)C1=CCN(C[C@H]1OC(C(C)(C)C)=O)C(=O)OC(C)(C)C (tert-Butyl (S)-4-(4-fluorophenyl)-5-(pivaloyloxy)-5,6-dihydropyridine-1(2H)-carboxylate). Isolated yield 93.4%. Reaction SMILES: C1(C)C=CC=CC=1.[F:8][C:9]1[CH:14]=[CH:13][C:12]([C@:15]2(O)[CH2:20][CH2:19][N:18]([C:21]([O:23][C:24]([CH3:27])([CH3:26])[CH3:25])=[O:22])[CH2:17][C@H:16]2[O:28][C:29](=[O:34])[C:30]([CH3:33])([CH3:32])[CH3:31])=[CH:11][CH:10]=1.C([N+](CC)(CC)S(NC(=O)OC)(=O)=O)C>C(OCC)(=O)C>[F:8][C:9]1[CH:10]=[CH:11][C:12]([C:15]2[C@H:16]([O:28][C:29](=[O:34])[C:30]([CH3:31])([CH3:32])[CH3:33])[CH2:17][N:18]([C:21]([O:23][C:24]([CH3:27])([CH3:26])[CH3:25])=[O:22])[CH2:19][CH:20]=2)=[CH:13][CH:14]=1. Procedure details: To a toluene solution (40 mL) of tert-butyl (3R,4R)-4-(4-fluorophenyl)-4-hydroxy-3-(pivaloyloxy)piperidine-1-carboxylate (2.04 g, 5.16 mmol) synthesized in Reference Synthesis Example 135, methyl N-(triethylammoniosulfonyl)carbamate (1.72 g, 7.22 mmol) was added and the resultant mixture was stirred at 60° C. for 3 hours. After completion of the reaction, ethyl acetate was added to the reaction solution and the resultant mixture was washed with each of saturated sodium bicarbonate aqueous soluti... Reactants: BrCCC1CO1 (4-bromo-1,2-epoxybutane), N1(CCNCC1)C1=NSC2=C1C=CC=C2 (3-(1-piperazinyl)-1,2-benzisothiazole), C([O-])([O-])=O.[K+].[K+] (potassium carbonate). Run in CC(=O)C (acetone). Yields the product O1C(CCC2N(CCNC2)C2=NSC3=C2C=CC=C3)C1 (3-(3,4-Epoxybutyl-1-piperazinyl)-1,2-benzisothiazole). Yield: 73.8%. RXN SMILES: Br[CH2:2][CH2:3][CH:4]1[O:6][CH2:5]1.[N:7]1([C:13]2[C:17]3[CH:18]=[CH:19][CH:20]=[CH:21][C:16]=3[S:15][N:14]=2)[CH2:12][CH2:11][NH:10][CH2:9][CH2:8]1.C(=O)([O-])[O-].[K+].[K+]>CC(C)=O>[O:6]1[CH2:5][CH:4]1[CH2:3][CH2:2][CH:8]1[CH2:9][NH:10][CH2:11][CH2:12][N:7]1[C:13]1[C:17]2[CH:18]=[CH:19][CH:20]=[CH:21][C:16]=2[S:15][N:14]=1 |f:2.3.4|. Procedure details: A mixture of 4-bromo-1,2-epoxybutane (1.06 g; 7.02 mmol), 3-(1-piperazinyl)-1,2-benzisothiazole (1.65 g; 7.52 mmol), potassium carbonate (1.6 g; 11.3 mmol) and acetone (20 ml) was stirred under reflux for 19 hours. Confirming complete consumption of the starting materials, insoluble materials were removed by filtration, and the filtrate was concentrated under reduced pressure. The residue was purified by silica gel column chromatography to give the objective compound (1.5 g). Yield, 73.8%. IR νm... Starting materials: C(=O)([O-])C(O)C(O)C(=O)[O-].[K+].[Na+] (sodium potassium tartrate), [Si](C)(C)(C(C)(C)C)OC[C@@H](C)OC[C@@H](C(=O)OC)OC1=C2C(=NC=N1)N(N=C2)C2=NC=CC=C2Cl ((2S)-Methyl 3-((R)-1-(tert-butyldimethylsilyloxy)propan-2-yloxy)-2-(1-(3-chloropyridin-2-yl)-1H-pyrazolo[3,4-d]pyrimidin-4-yloxy)propanoate), C[Al](C)C (Trimethylaluminium), FC=1C=CC(=NC1)N (5-fluoropyridin-2-amine). The solvent is CCOC(=O)C (EtOAc), C1(=CC=CC=C1)C (toluene), C1(=CC=CC=C1)C (toluene). Conditions: temperature 0 celsius, time 20 minute. The product is [Si](C)(C)(C(C)(C)C)OC[C@@H](C)OC[C@@H](C(=O)NC1=NC=C(C=C1)F)OC1=C2C(=NC=N1)N(N=C2)C2=NC=CC=C2Cl ((2S)-3-((R)-1-(tert-butyldimethylsilyloxy)propan-2-yloxy)-2-(1-(3-chloropyridin-2-yl)-1H-pyrazolo[3,4-d]pyrimidin-4-yloxy)-N-(5-fluoropyridin-2-yl)propanamide). Yield: 61.4%. As a reaction SMILES: C[Al](C)C.[F:5][C:6]1[CH:7]=[CH:8][C:9]([NH2:12])=[N:10][CH:11]=1.[Si:13]([O:20][CH2:21][C@H:22]([O:24][CH2:25][C@H:26]([O:31][C:32]1[N:37]=[CH:36][N:35]=[C:34]2[N:38]([C:41]3[C:46]([Cl:47])=[CH:45][CH:44]=[CH:43][N:42]=3)[N:39]=[CH:40][C:33]=12)[C:27](OC)=[O:28])[CH3:23])([C:16]([CH3:19])([CH3:18])[CH3:17])([CH3:15])[CH3:14].C(C(C(C([O-])=O)O)O)([O-])=O.[K+].[Na+]>C1(C)C=CC=CC=1.CCOC(C)=O>[Si:13]([O:20][CH2:21][C@H:22]([O:24][CH2:25][C@H:26]([O:31][C:32]1[N:37]=[CH:36][N:35]=[C:34]2[N:38]([C:41]3[C:46]([Cl:47])=[CH:45][CH:44]=[CH:43][N:42]=3)[N:39]=[CH:40][C:33]=12)[C:27]([NH:12][C:9]1[CH:8]=[CH:7][C:6]([F:5])=[CH:11][N:10]=1)=[O:28])[CH3:23])([C:16]([CH3:19])([CH3:18])[CH3:17])([CH3:15])[CH3:14] |f:3.4.5|. Procedure: Trimethylaluminium (2M in hexane)(0.474 mL, 0.95 mmol) was added to 5-fluoropyridin-2-amine (102 mg, 0.91 mmol) in toluene (7 mL) cooled to 0° C. under nitrogen. The resulting solution was stirred at 0° C. for 20 minutes. (2S)-Methyl 3-((R)-1-(tert-butyldimethylsilyloxy)propan-2-yloxy)-2-(1-(3-chloropyridin-2-yl)-1H-pyrazolo[3,4-d]pyrimidin-4-yloxy)propanoate (Intermediate AN2) (430 mg, 0.82 mmol) in toluene (7 mL) was added and the reaction was allowed to warm to room temperature and then heate... Starting materials: C(CC)(=O)NC1=C(C=CC=C1)NC(CC)=O (1,2-di-propionylaminobenzene), BrCCCCCl (4-bromo-1-chlorobutane). The reagents and catalysts are [Br-].C(CCC)[N+](CCCC)(CCCC)CCCC (tetrabutylammonium bromide). The solvent is C1(=CC=CC=C1)C (toluene), [OH-].[Na+] (sodium hydroxide). Run at time 16 hour. Product: ClCCCCN(C(CC)=O)C1=C(C=CC=C1)N(CCCCCl)C(CC)=O (1,2-bis[N-(4-chlorobutyl)-N-propionylamino]benzene). Yield: 12.6%. As a reaction SMILES: [C:1]([NH:5][C:6]1[CH:11]=[CH:10][CH:9]=[CH:8][C:7]=1[NH:12][C:13](=[O:16])[CH2:14][CH3:15])(=[O:4])[CH2:2][CH3:3].Br[CH2:18][CH2:19][CH2:20][CH2:21][Cl:22]>[Br-].C([N+](CCCC)(CCCC)CCCC)CCC.C1(C)C=CC=CC=1.[OH-].[Na+]>[Cl:22][CH2:21][CH2:20][CH2:19][CH2:18][N:5]([C:6]1[CH:11]=[CH:10][CH:9]=[CH:8][C:7]=1[N:12]([C:13](=[O:16])[CH2:14][CH3:15])[CH2:18][CH2:19][CH2:20][CH2:21][Cl:22])[C:1](=[O:4])[CH2:2][CH3:3] |f:2.3,5.6|. Procedure: To a suspension of 3.27 g (15 mmol) of 1,2-di-propionylaminobenzene, 4.32 ml (37.5 mmol) of 4-bromo-1-chlorobutane, and 0.96 g (3.0 mmol) of tetrabutylammonium bromide in 25 ml of toluene, 5.6 ml of 50% aqueous sodium hydroxide was added at room temperature, and the mixture was stirred for 16 hours. The organic layer was separated, washed with saturated aqueous sodium chloride, and dried. The solvent was distilled off and the residue was purified by column chromatography (eluent: hexane/ethyl ac... Starting materials: BrCCCCCl (1-bromo-4-chlorobutane), C(C=C)N1C(NN=C1C=1C=NC=CC1)=O (4-allyl-5-(3-pyridyl)-1,2,4-triazol-3(2H,4H)-one), [H-].[Na+] (sodium hydride). Solvent: CN(C=O)C (dimethylformamide), CN(C=O)C (dimethylformamide). Run at time 1 hour. The product is C(C=C)N1C(N(N=C1C=1C=NC=CC1)CCCCCl)=O (4-allyl-2-(4-chlorobutyl)-5-(3-pyridyl)-1,2,4-triazol-3(2H,4H)-one). RXN SMILES: [CH2:1]([N:4]1[C:8]([C:9]2[CH:10]=[N:11][CH:12]=[CH:13][CH:14]=2)=[N:7][NH:6][C:5]1=[O:15])[CH:2]=[CH2:3].[H-].[Na+].Br[CH2:19][CH2:20][CH2:21][CH2:22][Cl:23]>CN(C)C=O>[CH2:1]([N:4]1[C:8]([C:9]2[CH:10]=[N:11][CH:12]=[CH:13][CH:14]=2)=[N:7][N:6]([CH2:19][CH2:20][CH2:21][CH2:22][Cl:23])[C:5]1=[O:15])[CH:2]=[CH2:3] |f:1.2|. Procedure details: A solution of 4-allyl-5-(3-pyridyl)-1,2,4-triazol-3(2H,4H)-one (5 g) in dimethylformamide (50 ml) was added dropwise at ambient temperature under nitrogen to a stirred mixture of sodium hydride [0.92 g; 60% dispersion in mineral oil--pre-washed with petroleum ether (b.p. 40-60° C.)] and dimethylformamide (50 ml). The mixture was then stirred at ambient temperature for 1 hour, 1-bromo-4-chlorobutane (2.65 ml) was added, and stirring at ambient temperature was continued for 16 hours. The solvent w... The reactants are CSC(Oc1ccc2ncc(Br)cc2c1)C(=O)NC(C)(C)C=O, CCCCON, CO, CCOC(C)=O, Cl, [Na+], O=C([O-])O, c1ccncc1. Product: CCCCON=CC(C)(C)NC(=O)C(Oc1ccc2ncc(Br)cc2c1)SC. RXN SMILES: [Br:1][c:2]1[cH:3][n:4][c:5]2[cH:6][cH:7][c:8]([O:12][CH:13]([C:14](=[O:15])[NH:16][C:17]([CH:18]=[O:19])([CH3:20])[CH3:21])[S:22][CH3:23])[cH:9][c:10]2[cH:11]1.[CH2:31]([CH2:32][CH2:33][CH3:34])[O:35][NH2:36].[CH3:42][OH:43].[CH3:44][CH2:45][O:46][C:47](=[O:48])[CH3:49].[ClH:30].[Na+:41].[O-:37][C:38]([OH:39])=[O:40].[cH:24]1[cH:25][cH:26][n:27][cH:28][cH:29]1>>[Br:1][c:2]1[cH:3][n:4][c:5]2[cH:6][cH:7][c:8]([O:12][CH:13]([C:14](=[O:15])[NH:16][C:17]([CH:18]=[N:36][O:35][CH2:31][CH2:32][CH2:33][CH3:34])([CH3:20])[CH3:21])[S:22][CH3:23])[cH:9][c:10]2[cH:11]1.